From a dataset of the Open Reaction Database (ORD), a public repository of structured organic reaction records. describe an organic reaction: reactants, conditions, products, and yield Reactants: I.I.N1(CCNCCC1)C1=NC2=C(N1CCN1N=CC=C1)C=CC=C2 (2-[1,4]diazepan-1-yl-1-(2-pyrazol-1-yl-ethyl)-1H-benzoimidazole dihydroiodide), COC1=C(C=C(C=C1)N1N=NN=C1)C(=O)N1C[C@](CC1)(C1=CC=CC=C1)CCOS(=O)(=O)C (methanesulfonic acid 2-{(S)-1-[1-(2-methoxy-5-tetrazol-1-yl-phenyl)-methanoyl]-3-phenyl-pyrrolidin-3-yl}-ethyl ester), C(C)(C)N(CC)C(C)C (diisopropylethylamine), C(C)#N (acetonitrile). Run in ClCCl (dichloromethane). The product is COC1=C(C=C(C=C1)N1N=NN=C1)C(=O)N1C[C@@](CC1)(CCN1CCN(CCC1)C1=NC2=C(N1CCN1N=CC=C1)C=CC=C2)C2=CC=CC=C2 (1-(2-Methoxy-5-tetrazol-1-yl-phenyl)-1-[(R)-3-phenyl-3-(2-{4-[1-(2-pyrazol-1-yl-ethyl)-1H-benzoimidazol-2-yl]-[1,4]diazepan-1-yl}-ethyl)-pyrrolidin-1-yl]-methanone). Yield: 50.3%. As a reaction SMILES: I.I.[N:3]1([C:10]2[N:14]([CH2:15][CH2:16][N:17]3[CH:21]=[CH:20][CH:19]=[N:18]3)[C:13]3[CH:22]=[CH:23][CH:24]=[CH:25][C:12]=3[N:11]=2)[CH2:9][CH2:8][CH2:7][NH:6][CH2:5][CH2:4]1.[CH3:26][O:27][C:28]1[CH:33]=[CH:32][C:31]([N:34]2[CH:38]=[N:37][N:36]=[N:35]2)=[CH:30][C:29]=1[C:39]([N:41]1[CH2:45][CH2:44][C@:43]([CH2:52][CH2:53]OS(C)(=O)=O)([C:46]2[CH:51]=[CH:50][CH:49]=[CH:48][CH:47]=2)[CH2:42]1)=[O:40].C(N(C(C)C)CC)(C)C.C(#N)C>ClCCl>[CH3:26][O:27][C:28]1[CH:33]=[CH:32][C:31]([N:34]2[CH:38]=[N:37][N:36]=[N:35]2)=[CH:30][C:29]=1[C:39]([N:41]1[CH2:45][CH2:44][C@@:43]([C:46]2[CH:51]=[CH:50][CH:49]=[CH:48][CH:47]=2)([CH2:52][CH2:53][N:6]2[CH2:7][CH2:8][CH2:9][N:3]([C:10]3[N:14]([CH2:15][CH2:16][N:17]4[CH:21]=[CH:20][CH:19]=[N:18]4)[C:13]4[CH:22]=[CH:23][CH:24]=[CH:25][C:12]=4[N:11]=3)[CH2:4][CH2:5]2)[CH2:42]1)=[O:40] |f:0.1.2|. Procedure: Reflux a mixture of 2-[1,4]diazepan-1-yl-1-(2-pyrazol-1-yl-ethyl)-1H-benzoimidazole dihydroiodide (0.48 g, 0.84 mmol), methanesulfonic acid 2-{(S)-1-[1-(2-methoxy-5-tetrazol-1-yl-phenyl)-methanoyl]-3-phenyl-pyrrolidin-3-yl}-ethyl ester (0.40 g, 0.84 mmol, example 47.2), diisopropylethylamine (0.44 g, 3.37 mmol) and acetonitrile (20 mL) for 12 hours. Cool and dilute with dichloromethane (150 mL), wash the organic phase with water (2×10 mL), dry (MgSO4) the organic phase, filter and evaporate. Pur... Reactants: CS(=O)(=O)OOCCCCCCCCCCCCCC[Si](C)(C)C (14-(trimethylsilyl)tetradecyloxy methanesulfonate), NC1=CC=C(C(=O)OCC)C=C1 (ethyl 4-aminobenzoate). The solvent is CN(P(=O)(N(C)C)N(C)C)C (hexamethylphosphoramide). Product: C[Si](CCCCCCCCCCCCCCNC1=CC=C(C(=O)OCC)C=C1)(C)C (Ethyl 4-[14-(trimethylsilyl)tetradecylamino]benzoate). RXN SMILES: CS(OO[CH2:7][CH2:8][CH2:9][CH2:10][CH2:11][CH2:12][CH2:13][CH2:14][CH2:15][CH2:16][CH2:17][CH2:18][CH2:19][CH2:20][Si:21]([CH3:24])([CH3:23])[CH3:22])(=O)=O.[NH2:25][C:26]1[CH:36]=[CH:35][C:29]([C:30]([O:32][CH2:33][CH3:34])=[O:31])=[CH:28][CH:27]=1>CN(C)P(N(C)C)(N(C)C)=O>[CH3:22][Si:21]([CH3:24])([CH3:23])[CH2:20][CH2:19][CH2:18][CH2:17][CH2:16][CH2:15][CH2:14][CH2:13][CH2:12][CH2:11][CH2:10][CH2:9][CH2:8][CH2:7][NH:25][C:26]1[CH:27]=[CH:28][C:29]([C:30]([O:32][CH2:33][CH3:34])=[O:31])=[CH:35][CH:36]=1. Procedure details: A solution of 20.8 g. 14-(trimethylsilyl)tetradecyloxy methanesulfonate and 20 g. ethyl 4-aminobenzoate in 50 ml. hexamethylphosphoramide was stirred at 110° for 18 hr. The reaction was diluted with 100 ml. water and extracted three times with 150 ml. portions of methylene chloride. The combined organic layers were washed with brine, dried with anhydrous magnesium sulfate, passed through a pad of hydrous magnesium silicate, and evaporated. The residue was crystallized from 250 ml. ethanol to yie... The product is ClC1=CC=C(C=C1)C1C=2CCCCC2NC=2CCCC(C12)=O (9-(4-Chlorophenyl)-3,4,5,6,7,8,9,10-octahydro-1(2H)-acridinone). Solvent: N1=CC=CC=C1 (pyridine). As a reaction SMILES: [Cl:1][C:2]1[CH:7]=[CH:6][C:5]([CH:8]2[C:21]3[C:20](=O)[CH2:19][CH2:18][CH2:17][C:16]=3[NH:15][C:14]3[CH2:13][CH2:12][CH2:11][C:10](=[O:23])[C:9]2=3)=[CH:4][CH:3]=1.C(O)C.[BH4-].[Na+]>N1C=CC=CC=1>[Cl:1][C:2]1[CH:7]=[CH:6][C:5]([CH:8]2[C:9]3[C:10](=[O:23])[CH2:11][CH2:12][CH2:13][C:14]=3[NH:15][C:16]3[CH2:17][CH2:18][CH2:19][CH2:20][C:21]2=3)=[CH:4][CH:3]=1 |f:2.3|. The reactants are ClC1=CC=C(C=C1)C1C=2C(CCCC2NC=2CCCC(C12)=O)=O (9-(4-chlorophenyl)-3,4,6,7,9,10-hexahydro-1,8(2H,5H)-acridinedione), C(C)O (ethanol), [BH4-].[Na+] (sodium borohydride). Reported procedure: To a stirred 70° C. mixture of 9-(4-chlorophenyl)-3,4,6,7,9,10-hexahydro-1,8(2H,5H)-acridinedione (6.0 g), ethanol (160 mL) and pyridine (50 mL) was added sodium borohydride (7.5 g, 198.4 mmole) in two portions over six hours. The solvent was removed; the resulting yellow solid washed well with water and dried in vacuo. Chromatography (methylene chloride/ethyl acetate; 85/15) and recrystallization from ethanol provided the title compound (1.0 g) as a white solid, mp 253°-254° C.; NMR: 1.41-1.51 ... The yield is 17.4%. The reactants are NC1=NC=C(C=C1)Br (2-amino-5-bromopyridine), p-formaldehyde, FC(C(=O)O)(F)F (trifluoroacetic acid). The solvent is C1(=CC=CC=C1)C (toluene). Product: BrC=1C=CC(=NC1)N=C (5-bromo-N-methylenepyridin-2-amine). The yield is 34.0%. RXN SMILES: [NH2:1][C:2]1[CH:7]=[CH:6][C:5]([Br:8])=[CH:4][N:3]=1.F[C:10](F)(F)C(O)=O>C1(C)C=CC=CC=1>[Br:8][C:5]1[CH:6]=[CH:7][C:2]([N:1]=[CH2:10])=[N:3][CH:4]=1. Procedure details: To a suspension of 2-amino-5-bromopyridine (2.34 g, 13.5 mmol) and p-formaldehyde (3.0 g) in toluene (50 mL) was added trifluoroacetic acid (0.1 mL) and the reaction mixture was heated at reflux for 16 h, allowed to cool to ambient temperature, filtered through a pad of diatomaceous earth and concentrated in vacuo. The residue was triturated in methanol to afford 5-bromo-N-methylenepyridin-2-amine as a colorless solid in 34% yield (0.849 g): 1H NMR (300 MHz, CDCl3) δ8.13 (s, 1H), 7.48 (dd, J=8.9...